From a dataset of the Open Reaction Database (ORD), a public repository of structured organic reaction records. describe an organic reaction: reactants, conditions, products, and yield Reactants: [Al+3], C1CCOC1, CCOC(=O)c1[nH]c2c(C(F)(F)F)cccc2c1C, [H-], [H-], [H-], [H-], [Li+]. Yields the product Cc1c(CO)[nH]c2c(C(F)(F)F)cccc12. Reaction SMILES: [Al+3:21].[CH2:26]1[O:27][CH2:28][CH2:29][CH2:30]1.[CH3:1][c:2]1[c:3]([C:15](=[O:16])[O:17][CH2:18][CH3:19])[nH:4][c:5]2[c:6]([C:11]([F:12])([F:13])[F:14])[cH:7][cH:8][cH:9][c:10]12.[H-:20].[H-:23].[H-:24].[H-:25].[Li+:22]>>[CH3:1][c:2]1[c:3]([CH2:15][OH:16])[nH:4][c:5]2[c:6]([C:11]([F:12])([F:13])[F:14])[cH:7][cH:8][cH:9][c:10]12.